Dataset: the Open Reaction Database (ORD), a public repository of structured organic reaction records. Task: describe an organic reaction: reactants, conditions, products, and yield The reactants are N1(CCOCC1)C1=C(C(=O)OCC)C=CC(=C1)[N+](=O)[O-] (ethyl 2-morpholin-4-yl-4-nitrobenzoate), [Cl-].[NH4+] (ammonium chloride), reduced iron. Reaction SMILES: [N:1]1([C:7]2[CH:17]=[C:16]([N+:18]([O-])=O)[CH:15]=[CH:14][C:8]=2[C:9]([O:11][CH2:12][CH3:13])=[O:10])[CH2:6][CH2:5][O:4][CH2:3][CH2:2]1.[Cl-].[NH4+]>C(O)C.O>[NH2:18][C:16]1[CH:15]=[CH:14][C:8]([C:9]([O:11][CH2:12][CH3:13])=[O:10])=[C:7]([N:1]2[CH2:2][CH2:3][O:4][CH2:5][CH2:6]2)[CH:17]=1 |f:1.2,3.4|. Conditions: temperature 80 celsius. Isolated yield 47.6%. Solvent: C(C)O.O (ethanol water). Procedure: A mixture of 1.16 g of ethyl 2-morpholin-4-yl-4-nitrobenzoate, 1.1 g of ammonium chloride, 1.0 g of reduced iron and 14 ml of ethanol-water (5:2) mixed solvent was stirred at 80° C. for 4Hours. The reaction solution was filtered while hot, and the white crystals precipitated after spontaneous cooling were collected by filtration to obtain 493 mg of ethyl 4-amino-2-morpholin-4-ylbenzoate. EP: 251. Yields the product NC1=CC(=C(C(=O)OCC)C=C1)N1CCOCC1 (ethyl 4-amino-2-morpholin-4-ylbenzoate). The reactants are C(CC(=O)O)(=O)O (Malonic acid), C1(=CC=CC=C1)O (phenol), P(=O)(Cl)(Cl)Cl (phosphorus oxychloride). Run in O (water). Conditions: temperature 0 celsius, time 5 minute. The product is C(CC(=O)OC1=CC=CC=C1)(=O)OC1=CC=CC=C1 (Diphenyl malonate). RXN SMILES: [C:1]([OH:7])(=[O:6])[CH2:2][C:3]([OH:5])=[O:4].[C:8]1(O)[CH:13]=[CH:12][CH:11]=[CH:10][CH:9]=1.P(Cl)(Cl)(Cl)=O>O>[C:1]([O:7][C:8]1[CH:13]=[CH:12][CH:11]=[CH:10][CH:9]=1)(=[O:6])[CH2:2][C:3]([O:5][C:8]1[CH:13]=[CH:12][CH:11]=[CH:10][CH:9]=1)=[O:4]. Procedure details: Malonic acid (11 g, 106 mmol) was mixed with phenol (20 g, 212 mmol) at 0° C. under nitrogen and phosphorus oxychloride (11.5 mL, 123 mmol) was added dropwise to the solid mixture. The resulting mixture was stirred at 0° C. for 5 mins, and then heated at reflux for 5 h, causing the solid to melt and an orange solution to form. The reaction was cooled to room temperature, and then poured onto 100 mL water and extracted with diethyl ether (3×75 mL). The combined organics were washed with brine, dr... Reactants: ClC1=CC(=C2C=NN(C2=C1)S(=O)(=O)C1=CC=CC=C1)C=1OC(=CN1)CN1C[C@H](O[C@@H](C1)C)C (6-chloro-4-(5-{[(2R,6R)-2,6-dimethyl-4-morpholinyl]methyl}-1,3-oxazol-2-yl)-1-(phenylsulfonyl)-1H-indazole), COC1=NC=C(C=C1NS(=O)(=O)C)B1OC(C(O1)(C)C)(C)C (N-[2-(methyloxy)-5-(4,4,5,5-tetramethyl-1,3,2-dioxaborolan-2-yl)-3-pyridinyl]methanesulfonamide), C([O-])(O)=O.[Na+] (sodium bicarbonate), [OH-].[Na+] (sodium hydroxide). Reagents/catalysts: Catalyst. The solvent is O1CCOCC1 (1,4-Dioxane), O (Water). Reaction conditions: temperature 120 celsius, time 2 hour. Yields the product C[C@@H]1CN(C[C@H](O1)C)CC1=CN=C(O1)C1=C2C=NNC2=CC(=C1)C=1C=C(C(=NC1)OC)NS(=O)(=O)C (N-[5-[4-(5-{[(2R,6R)-2,6-Dimethyl-4-morpholinyl]methyl}-1,3-oxazol-2-yl)-1H-indazol-6-yl]-2-(methyloxy)-3-pyridinyl]methanesulfonamide). The yield is 37.3%. As a reaction SMILES: Cl[C:2]1[CH:10]=[C:9]2[C:5]([CH:6]=[N:7][N:8]2S(C2C=CC=CC=2)(=O)=O)=[C:4]([C:20]2[O:21][C:22]([CH2:25][N:26]3[CH2:31][C@@H:30]([CH3:32])[O:29][C@H:28]([CH3:33])[CH2:27]3)=[CH:23][N:24]=2)[CH:3]=1.[CH3:34][O:35][C:36]1[C:41]([NH:42][S:43]([CH3:46])(=[O:45])=[O:44])=[CH:40][C:39](B2OC(C)(C)C(C)(C)O2)=[CH:38][N:37]=1.C(=O)(O)[O-].[Na+].[OH-].[Na+]>O1CCOCC1.O>[CH3:32][C@H:30]1[O:29][C@H:28]([CH3:33])[CH2:27][N:26]([CH2:25][C:22]2[O:21][C:20]([C:4]3[CH:3]=[C:2]([C:39]4[CH:40]=[C:41]([NH:42][S:43]([CH3:46])(=[O:44])=[O:45])[C:36]([O:35][CH3:34])=[N:37][CH:38]=4)[CH:10]=[C:9]4[C:5]=3[CH:6]=[N:7][NH:8]4)=[N:24][CH:23]=2)[CH2:31]1 |f:2.3,4.5|. Procedure: To a solution of 6-chloro-4-(5-{[(2R,6R)-2,6-dimethyl-4-morpholinyl]methyl}-1,3-oxazol-2-yl)-1-(phenylsulfonyl)-1H-indazole (109.5 mg, 0.225 mmol), N-[2-(methyloxy)-5-(4,4,5,5-tetramethyl-1,3,2-dioxaborolan-2-yl)-3-pyridinyl]methanesulfonamide (148 mg, 0.450 mmol) and sodium bicarbonate (56.7 mg, 0.675 mmol) in 1,4-Dioxane (5 mL) and Water (1.5 mL) stirred in air at room temp was added solid Solvias Catalyst (12.60 mg, 0.022 mmol). The reaction mixture was stirred at 120° C. for 2 hr. After this...